From a dataset of the Open Reaction Database (ORD), a public repository of structured organic reaction records. describe an organic reaction: reactants, conditions, products, and yield Starting materials: O=C([O-])[O-], CN1CCNCC1, CC#N, CS(=O)(=O)OCc1cc(-c2ccc3c(c2)CCO3)nn(CC2CC2)c1=O, [K+], [K+], O. Product: CN1CCN(Cc2cc(-c3ccc4c(c3)CCO4)nn(CC3CC3)c2=O)CC1. As a reaction SMILES: [C:27](=[O:28])([O-:29])[O-:30].[CH3:33][N:34]1[CH2:35][CH2:36][NH:37][CH2:38][CH2:39]1.[CH3:41][C:42]#[N:43].[CH:1]1([CH2:4][n:5]2[n:6][c:7](-[c:18]3[cH:19][cH:20][c:21]4[c:22]([cH:26]3)[CH2:23][CH2:24][O:25]4)[cH:8][c:9]([CH2:12][O:13][S:14]([CH3:15])(=[O:16])=[O:17])[c:10]2=[O:11])[CH2:2][CH2:3]1.[K+:31].[K+:32].[OH2:40]>>[CH:1]1([CH2:4][n:5]2[n:6][c:7](-[c:18]3[cH:19][cH:20][c:21]4[c:22]([cH:26]3)[CH2:23][CH2:24][O:25]4)[cH:8][c:9]([CH2:12][N:37]3[CH2:36][CH2:35][N:34]([CH3:33])[CH2:39][CH2:38]3)[c:10]2=[O:11])[CH2:2][CH2:3]1. The reactants are C(C)N1N=C(C=C1CCN1C(C=2C(C1=O)=CC=CC2)=O)C(=O)N (1-ethyl-5-(2-phthalimidoethyl)-1H-pyrazole-3-carboxamide), S(=O)(Cl)Cl (thionyl chloride). Run in C1(=CC=CC=C1)C (toluene). The product is C(C)N1N=C(C=C1CCN1C(C=2C(C1=O)=CC=CC2)=O)C#N (1-ethyl-5-(2-phthalimidoethyl)-1H-pyrazole-3-carbonitrile). Isolated yield 96.6%. As a reaction SMILES: [CH2:1]([N:3]1[C:7]([CH2:8][CH2:9][N:10]2[C:14](=[O:15])[C:13]3=[CH:16][CH:17]=[CH:18][CH:19]=[C:12]3[C:11]2=[O:20])=[CH:6][C:5]([C:21]([NH2:23])=O)=[N:4]1)[CH3:2].S(Cl)(Cl)=O>C1(C)C=CC=CC=1>[CH2:1]([N:3]1[C:7]([CH2:8][CH2:9][N:10]2[C:11](=[O:20])[C:12]3=[CH:19][CH:18]=[CH:17][CH:16]=[C:13]3[C:14]2=[O:15])=[CH:6][C:5]([C:21]#[N:23])=[N:4]1)[CH3:2]. Reported procedure: A solution of 1-ethyl-5-(2-phthalimidoethyl)-1H-pyrazole-3-carboxamide (8.5 g, 27.2 mmol) and thionyl chloride (20 mL) in toluene (40 mL) was heated at reflux for five hours, allowed to cool to ambient temperature, and concentrated under reduced pressure. The residue was dissolved in chloroform and made basic with the addition of 2 M sodium carbonate. The aqueous layer was separated at extracted with chloroform (4×), and the combined organic fractions were washed with brine. The brine was extrac...